This data is from the Open Reaction Database (ORD), a public repository of structured organic reaction records. The task is: describe an organic reaction: reactants, conditions, products, and yield Run in C(Cl)Cl (methylene chloride), C(Cl)Cl (methylene chloride). The reactants are CC1(CCCC1)CO (1-methylcyclopentanemethanol), 39.2, [Cr](=O)(=O)([O-])Cl.[NH+]1=CC=CC=C1 (pyridinium chlorochromate), CCOCC (ether), resultant mixture. Procedure details: Pyridinium chlorochromate was prepared by following the procedure of E. J. Corey and J. W. Suggs, Tetrahedron Letters, 31, 2647 (1975). A solution of 11.8 g of 1-methylcyclopentanemethanol in 32 ml of anhydrous methylene chloride was added to a stirred suspension of 39.2 pyridinium chlorochromate in 312 ml of methylene chloride under argon. The resultant dark mixture was stirred for 1.5 hours at ambient temperature. A portion of ether was added to the resultant mixture and then the supernatant w... RXN SMILES: [CH3:1][C:2]1([CH2:7][OH:8])[CH2:6][CH2:5][CH2:4][CH2:3]1.[Cr:9]([Cl:13])([O-:12])(=[O:11])=[O:10].[NH+:14]1[CH:19]=[CH:18][CH:17]=[CH:16][CH:15]=1.CCOCC>C(Cl)Cl>[Cr:9]([Cl:13])([O-:12])(=[O:11])=[O:10].[NH+:14]1[CH:19]=[CH:18][CH:17]=[CH:16][CH:15]=1.[CH3:1][C:2]1([CH:7]=[O:8])[CH2:6][CH2:5][CH2:4][CH2:3]1 |f:1.2,5.6|. Run at time 1.5 hour. The product is [Cr](=O)(=O)([O-])Cl.[NH+]1=CC=CC=C1 (Pyridinium chlorochromate), CC1(CCCC1)C=O (1-methylcyclopentanecarboxaldehyde).